Dataset: the Open Reaction Database (ORD), a public repository of structured organic reaction records. Task: describe an organic reaction: reactants, conditions, products, and yield Starting materials: C(C1=CC=CC=C1)OC=1C=CC=2C3=C(C(=NC2C1)N)N=C(N3CC3CCOCC3)CC (7-benzyloxy-2-ethyl-1-(tetrahydro-2H-pyran-4-ylmethyl)-1H-imidazo[4,5-c]quinolin-4-amine), C(C)O (ethanol), CO (methanol). The reagents and catalysts are [Pd] (palladium on carbon). Solvent: ClCCl (dichloromethane). Conditions: time 8 hour. Yields the product NC1=NC=2C=C(C=CC2C2=C1N=C(N2CC2CCOCC2)CC)O (4-amino-2-ethyl-1-(tetrahydro-2H-pyran-4-ylmethyl)-1H-imidazo[4,5-c]quinolin-7-ol). Isolated yield 71.0%. RXN SMILES: C([O:8][C:9]1[CH:10]=[CH:11][C:12]2[C:13]3[N:22]([CH2:23][CH:24]4[CH2:29][CH2:28][O:27][CH2:26][CH2:25]4)[C:21]([CH2:30][CH3:31])=[N:20][C:14]=3[C:15]([NH2:19])=[N:16][C:17]=2[CH:18]=1)C1C=CC=CC=1.C(O)C.CO>[Pd].ClCCl>[NH2:19][C:15]1[C:14]2[N:20]=[C:21]([CH2:30][CH3:31])[N:22]([CH2:23][CH:24]3[CH2:29][CH2:28][O:27][CH2:26][CH2:25]3)[C:13]=2[C:12]2[CH:11]=[CH:10][C:9]([OH:8])=[CH:18][C:17]=2[N:16]=1. Procedure details: A mixture of 7-benzyloxy-2-ethyl-1-(tetrahydro-2H-pyran-4-ylmethyl)-1H-imidazo[4,5-c]quinolin-4-amine (1.76 g, 4.23 mmol), palladium on carbon (1 g), and ethanol (50 mL) was shaken under hydrogen pressure (50 psi, 3.4×105 Pa) on a Parr apparatus overnight. The reaction mixture was diluted with dichloromethane (75 mL) and then filtered through a layer of CELITE filter agent. The filter cake was rinsed with 25% methanol in chloroform (400 mL). The combined filtrates were concentrated under reduced...